From a dataset of the Open Reaction Database (ORD), a public repository of structured organic reaction records. describe an organic reaction: reactants, conditions, products, and yield Reactants: Cl.NC=1C(=C(C=C(C1)C)C1=CC(=CC=C1)C(=O)O)O (3′-amino-2′-hydroxy-5′-methyl-biphenyl-3-carboxylic acid hydrochloride), CC=1CC(N(N1)C=1C=C2C(CCC2=CC1)C)=O (5-methyl-2-(3-methyl-indan-5-yl)-2,4-dihydro-pyrazol-3-one), C([O-])(O)=O.[Na+] (sodium bicarbonate), N(=O)[O-].[Na+] (sodium nitrite). Run in Cl (hydrochloric acid), C(C)O (ethanol). Conditions: time 20 minute. Yields the product OC1=C(C=C(C=C1NN=C1C(=NN(C1=O)C=1C=C2C(CCC2=CC1)C)C)C)C1=CC(=CC=C1)C(=O)O (2′-Hydroxy-5′-methyl-3′-{N′-[3-methyl-1-(3-methyl-indan-5-yl)-5-oxo-1,5-dihydro-pyrazol-4-ylidene]-hydrazino}-biphenyl-3-carboxylic acid), C1(=CC(=CC=C1)C(=O)O)C1=CC=CC=C1 (biphenyl-3-carboxylic acid). The yield is 218.2%. Reaction SMILES: Cl.[NH2:2][C:3]1[C:4]([OH:19])=[C:5]([C:10]2[CH:15]=[CH:14][CH:13]=[C:12]([C:16]([OH:18])=[O:17])[CH:11]=2)[CH:6]=[C:7]([CH3:9])[CH:8]=1.[N:20]([O-])=O.[Na+].[CH3:24][C:25]1[CH2:26][C:27](=[O:40])[N:28]([C:30]2[CH:31]=[C:32]3[C:36](=[CH:37][CH:38]=2)[CH2:35][CH2:34][CH:33]3[CH3:39])[N:29]=1.C(=O)(O)[O-].[Na+]>Cl.C(O)C>[OH:19][C:4]1[C:3]([NH:2][N:20]=[C:26]2[C:27](=[O:40])[N:28]([C:30]3[CH:31]=[C:32]4[C:36](=[CH:37][CH:38]=3)[CH2:35][CH2:34][CH:33]4[CH3:39])[N:29]=[C:25]2[CH3:24])=[CH:8][C:7]([CH3:9])=[CH:6][C:5]=1[C:10]1[CH:15]=[CH:14][CH:13]=[C:12]([C:16]([OH:18])=[O:17])[CH:11]=1.[C:10]1([C:5]2[CH:6]=[CH:7][CH:8]=[CH:3][CH:4]=2)[CH:15]=[CH:14][CH:13]=[C:12]([C:16]([OH:18])=[O:17])[CH:11]=1 |f:0.1,2.3,5.6|. Procedure: 3′-Amino-2′-hydroxy-5′-methyl-biphenyl-3-carboxylic acid hydrochloride 11f (360 mg, 1.11 mmol) was dissolved in 3.7 mL of hydrochloric acid (1 N) upon cooling by an ice-water bath, followed by dropwise addition of 1.5 mL of aqueous sodium nitrite (85 mg, 1.22 mmol). After the mixture was stirred for 20 minutes, 5-methyl-2-(3-methyl-indan-5-yl)-2,4-dihydro-pyrazol-3-one 38f (228 mg, 1.0 mmol) was added. The mixture was adjusted to pH 8 with saturated aqueous sodium bicarbonate, followed by additi...